This data is from the Open Reaction Database (ORD), a public repository of structured organic reaction records. The task is: describe an organic reaction: reactants, conditions, products, and yield Starting materials: C1(=CC=CC=C1)C(N1CCC(CC1)CCCCNC(C=CC=1C=NC=CC1)=O)C1=CC=CC=C1 (N-[4-(1-diphenylmethylpiperidin-4-yl)-butyl]-3-(pyridin-3-yl)-acrylamide), [I+].C(CCC)[N+](CCCC)(CCCC)CCCC (tetrabutyl ammonium iodine), [H-].[Na+] (NaH), [H-].[Na+] (NaH), C(C)I (ethyl iodine). The solvent is O (water). Reaction conditions: time 20 minute. The product is C1(=CC=CC=C1)C(N1CCC(CC1)CCCCN(C(C=CC=1C=NC=CC1)=O)CC)C1=CC=CC=C1 (N-[4-(1-Diphenylmethylpiperidin-4-yl)-butyl]-N-ethyl-3-(pyridin-3-yl)-acrylamide). As a reaction SMILES: [C:1]1([CH:7]([C:29]2[CH:34]=[CH:33][CH:32]=[CH:31][CH:30]=2)[N:8]2[CH2:13][CH2:12][CH:11]([CH2:14][CH2:15][CH2:16][CH2:17][NH:18][C:19](=[O:28])[CH:20]=[CH:21][C:22]3[CH:23]=[N:24][CH:25]=[CH:26][CH:27]=3)[CH2:10][CH2:9]2)[CH:6]=[CH:5][CH:4]=[CH:3][CH:2]=1.[H-].[Na+].[CH2:37](I)[CH3:38].[I+].C([N+](CCCC)(CCCC)CCCC)CCC>O>[C:1]1([CH:7]([C:29]2[CH:30]=[CH:31][CH:32]=[CH:33][CH:34]=2)[N:8]2[CH2:13][CH2:12][CH:11]([CH2:14][CH2:15][CH2:16][CH2:17][N:18]([CH2:37][CH3:38])[C:19](=[O:28])[CH:20]=[CH:21][C:22]3[CH:23]=[N:24][CH:25]=[CH:26][CH:27]=3)[CH2:10][CH2:9]2)[CH:2]=[CH:3][CH:4]=[CH:5][CH:6]=1 |f:1.2,4.5,^3:39|. Reported procedure: 10 g (22.0 mmol) N-[4-(1-diphenylmethylpiperidin-4-yl)-butyl]-3-(pyridin-3-yl)-acrylamide (substance 104) are dissolved in 100 ml THE and added to 0.73 g (24.3 mmol) 80% NaH (heavy foaming) and stirred 20 minutes at RT. 2.1 ml (26.4 mmol) ethyl iodine are added dropwise and the mixture is stirred five hours at RT. 0.1 g tetrabutyl ammonium iodine are added and the batch is further stirred at RT overnight. Subsequently, 0.1 g (3 mmol) 80% NaH are added and this is heated at 50° C. for one hour un... Yield: 90.2%. Reagents/catalysts: CCN=C=NCCCN(C)C.Cl (EDC-HCl), CCN(CC)CC (TEA), C1=CC=C2C(=C1)N=NN2O (HOBt). RXN SMILES: NCc1ccccc1.O=C(O)Cc1ccc2c(c1)OCO2.CCN=C=NCCCN(C)C.Cl.C1=CC=C2C(=C1)N=NN2O.CCN(CC)CC.CN(C)C=O>>O=C(Cc1ccc2c(c1)OCO2)NCc1ccccc1. Solvent: CN(C)C=O (DMF), CN(C)C=O (DMF), CN(C)C=O (DMF), CN(C)C=O (DMF), CN(C)C=O (DMF), CN(C)C=O (DMF). The reactants are O=C(O)Cc1ccc2c(c1)OCO2, NCc1ccccc1. Reaction conditions: temperature 25 celsius, time 2 hour. The product is O=C(Cc1ccc2c(c1)OCO2)NCc1ccccc1. The reactants are O (water), BrC=1C=CC(=NC1)C(=O)NCCC(=O)OC(C)(C)C (tert-Butyl 3-(5-bromopicolinamido)propanoate), C(=O)C1=C(C=CC=C1)B(O)O (2-formylphenylboronic acid), C(=O)([O-])[O-].[K+].[K+] (K2CO3). The reagents and catalysts are C1=CC=C(C=C1)P([C-]2C=CC=C2)C3=CC=CC=C3.C1=CC=C(C=C1)P([C-]2C=CC=C2)C3=CC=CC=C3.Cl[Pd]Cl.[Fe+2] (Pd(dppf)Cl2). Solvent: O1CCOCC1 (1,4-dioxane), CCOC(=O)C (EtOAc). Product: C(=O)C1=C(C=CC=C1)C=1C=CC(=NC1)C(=O)NCCC(=O)OC(C)(C)C (tert-butyl 3-(5-(2-formylphenyl)picolinamido)propanoate). As a reaction SMILES: Br[C:2]1[CH:3]=[CH:4][C:5]([C:8]([NH:10][CH2:11][CH2:12][C:13]([O:15][C:16]([CH3:19])([CH3:18])[CH3:17])=[O:14])=[O:9])=[N:6][CH:7]=1.[CH:20]([C:22]1[CH:27]=[CH:26][CH:25]=[CH:24][C:23]=1B(O)O)=[O:21].C([O-])([O-])=O.[K+].[K+].O>O1CCOCC1.CCOC(C)=O.C1C=CC(P(C2C=CC=CC=2)[C-]2C=CC=C2)=CC=1.C1C=CC(P(C2C=CC=CC=2)[C-]2C=CC=C2)=CC=1.Cl[Pd]Cl.[Fe+2]>[CH:20]([C:22]1[CH:27]=[CH:26][CH:25]=[CH:24][C:23]=1[C:2]1[CH:3]=[CH:4][C:5]([C:8]([NH:10][CH2:11][CH2:12][C:13]([O:15][C:16]([CH3:19])([CH3:18])[CH3:17])=[O:14])=[O:9])=[N:6][CH:7]=1)=[O:21] |f:2.3.4,8.9.10.11|. Procedure details: tert-Butyl 3-(5-bromopicolinamido)propanoate (1.0 g, 3.0 mmol), 2-formylphenylboronic acid (547 mg, 3.6 mmol), Pd(dppf)Cl2 (249 mg, 0.3 mmol), and K2CO3 (840 mg, 6.1 mmol) were dissolved in 1,4-dioxane (20 mL) and water (5 mL) and heated to 80° C. After 3 h the resulting mixture was cooled to room temperature, diluted with EtOAc washed with water and brine, dried (Na2SO4), dry-packed onto silica gel and purified via column chromatography to yield the title compound. The reactants are C(=O)O (formic acid), C(C)(=O)OC(C)=O (acetic anhydride), NC(C(=O)OCC)(CC=C)C1=CC(=C(C=C1)Cl)Cl (ethyl 2-amino-2-(3,4-dichlorophenyl)-4-pentenoate). The solvent is O1CCCC1 (tetrahydrofuran). Run at temperature 50 celsius, time 30 minute. The product is ClC=1C=C(C=CC1Cl)C(C(=O)OCC)(CC=C)NC=O (ethyl 2-(3,4-dichlorophenyl)-2-formylamino-4-pentenoate). RXN SMILES: [CH:1](O)=[O:2].C(OC(=O)C)(=O)C.[NH2:11][C:12]([C:21]1[CH:26]=[CH:25][C:24]([Cl:27])=[C:23]([Cl:28])[CH:22]=1)([CH2:18][CH:19]=[CH2:20])[C:13]([O:15][CH2:16][CH3:17])=[O:14]>O1CCCC1>[Cl:28][C:23]1[CH:22]=[C:21]([C:12]([NH:11][CH:1]=[O:2])([CH2:18][CH:19]=[CH2:20])[C:13]([O:15][CH2:16][CH3:17])=[O:14])[CH:26]=[CH:25][C:24]=1[Cl:27]. Procedure details: Under cooling on ice, formic acid (140 mL) was added to acetic anhydride (255 mL), followed by stirring at 50° C. for 30 minutes. The reaction mixture was cooled with ice. Subsequently, ethyl 2-amino-2-(3,4-dichlorophenyl)-4-pentenoate (298 g) in tetrahydrofuran (1.5 L) was added to the mixture, and the mixture was stirred at room temperature for 30 minutes. The reaction mixture was concentrated under reduced pressure. The residue was neutaralized with saturated aqueous sodium bicarbonate. The r... Starting materials: C(C)OC(=O)N1N=C2C(=C1NC(C1=C(C=C(C=C1)N1CCN(CC1)C)N)=O)CN(C2(C)C)S(=O)(=O)C2=CC(=CC(=C2)F)F (3-[2-amino-4-(4-methyl-piperazin-1-yl)-benzoylamino]-5-(3,5-difluoro-benzenesulfonyl)-6,6-dimethyl-5,6-dihydro-4H-pyrrolo[3,4-c]pyrazole-2-carboxylic acid ethyl ester), C1(CCC1)C(=O)Cl (cyclobutanecarbonyl chloride). The solvent is ClCCl (dichloromethane), C(C)(C)N(C(C)C)CC (N,N-diisopropylethylamine), ClCCl (dichloromethane). Reaction conditions: time 2 hour. Yields the product C1(CCC1)C(=O)NC1=C(C(=O)NC=2C3=C(NN2)C(N(C3)S(=O)(=O)C3=CC(=CC(=C3)F)F)(C)C)C=CC(=C1)N1CCN(CC1)C (2-(cyclobutanecarbonyl-amino)-N-[5-(3,5-difluoro-benzenesulfonyl)-6,6-dimethyl-1,4,5,6-tetrahydro-pyrrolo[3,4-c]pyrazol-3-yl]-4-(4-methyl-piperazin-1-yl)-benzamide). The yield is 19.7%. RXN SMILES: C(OC([N:6]1[C:10]([NH:11][C:12](=[O:27])[C:13]2[CH:18]=[CH:17][C:16]([N:19]3[CH2:24][CH2:23][N:22]([CH3:25])[CH2:21][CH2:20]3)=[CH:15][C:14]=2[NH2:26])=[C:9]2[CH2:28][N:29]([S:33]([C:36]3[CH:41]=[C:40]([F:42])[CH:39]=[C:38]([F:43])[CH:37]=3)(=[O:35])=[O:34])[C:30]([CH3:32])([CH3:31])[C:8]2=[N:7]1)=O)C.[CH:44]1([C:48](Cl)=[O:49])[CH2:47][CH2:46][CH2:45]1>ClCCl.C(N(CC)C(C)C)(C)C>[CH:44]1([C:48]([NH:26][C:14]2[CH:15]=[C:16]([N:19]3[CH2:20][CH2:21][N:22]([CH3:25])[CH2:23][CH2:24]3)[CH:17]=[CH:18][C:13]=2[C:12]([NH:11][C:10]2[C:9]3[CH2:28][N:29]([S:33]([C:36]4[CH:37]=[C:38]([F:43])[CH:39]=[C:40]([F:42])[CH:41]=4)(=[O:34])=[O:35])[C:30]([CH3:32])([CH3:31])[C:8]=3[NH:7][N:6]=2)=[O:27])=[O:49])[CH2:47][CH2:46][CH2:45]1. Reported procedure: To a solution of 3-[2-amino-4-(4-methyl-piperazin-1-yl)-benzoylamino]-5-(3,5-difluoro-benzenesulfonyl)-6,6-dimethyl-5,6-dihydro-4H-pyrrolo[3,4-c]pyrazole-2-carboxylic acid ethyl ester (105 mg, 0.17 mmol) in dichloromethane (5 mL) and N,N-diisopropylethylamine (1 mL), cyclobutanecarbonyl chloride (28.5 microL, 0.25 mmol) was added and the reaction mixture stirred at room temperature for 2 hours. The mixture was then diluted with dichloromethane (30 mL), washed with water (30 mL), dried over sodiu... Starting materials: ClC(C(=O)C=1NC=CC1)(Cl)Cl (2-trichloroacetyl-1H-pyrrole), [Al+3].[Cl-].[Cl-].[Cl-] (AlCl3), CC1=C(C(=NO1)C1=CC=C(C=C1)F)C(=O)Cl (5-methyl-3-(4-fluoro-phenyl)-isoxazole-4-carboxylic acid chloride). Reaction conditions: time 18 hour. Solvent: C(Cl)Cl (CH2Cl2), [N+](=O)([O-])C (nitromethane), C(Cl)Cl (CH2Cl2). Isolated yield 73.7%. Yields the product CC1=C(C(=NO1)C1=CC=CC=C1)C(=O)C=1C=C(NC1)C(C(Cl)(Cl)Cl)=O (4-(5-methyl-3-phenyl-isoxazole-4-carbonyl)-2-trichloroacetyl-1H-pyrrole). As a reaction SMILES: [Cl:1][C:2]([Cl:11])([Cl:10])[C:3]([C:5]1[NH:6][CH:7]=[CH:8][CH:9]=1)=[O:4].[Al+3].[Cl-].[Cl-].[Cl-].[CH3:16][C:17]1[O:21][N:20]=[C:19]([C:22]2[CH:27]=[CH:26][C:25](F)=[CH:24][CH:23]=2)[C:18]=1[C:29](Cl)=[O:30]>C(Cl)Cl.[N+](C)([O-])=O>[CH3:16][C:17]1[O:21][N:20]=[C:19]([C:22]2[CH:27]=[CH:26][CH:25]=[CH:24][CH:23]=2)[C:18]=1[C:29]([C:8]1[CH:9]=[C:5]([C:3](=[O:4])[C:2]([Cl:1])([Cl:10])[Cl:11])[NH:6][CH:7]=1)=[O:30] |f:1.2.3.4|. Reported procedure: To a solution of 2.1 g (10 mmol) of 2-trichloroacetyl-1H-pyrrole (commercially available) in CH2Cl2 (35 mL) and nitromethane (17.5 mL), 1.66 g (12.5 mmol) of AlCl3 was added in one portion. Then 2.96 g (12.5 mmol) of 5-methyl-3-(4-fluoro-phenyl)-isoxazole-4-carboxylic acid chloride (example 2, step 1) in 5 mL of CH2Cl2 was added dropwise. The reaction mixture was stirred at room temperature for 18 h before poured onto ice-water. The organic phase was separated, and the aqueous phase was extracte... Reactants: C(C)(C)(C)N1N=CC(=C(C1=O)Cl)Cl (2-t-butyl-4,5-dichloro-3(2H)-pyridazinone), SCC=1C=CC(=NC1)OCC(F)(F)F (5-mercaptomethyl(2,2,2-trifluoro-ethoxy)-pyridine), O (water), C([O-])([O-])=O.[Na+].[Na+] (sodium carbonate). Run in CO (methanol). Reaction conditions: time 8 hour. The product is C(C)(C)(C)N1N=CC(=C(C1=O)Cl)SCC=1C=NC(=CC1)OCC(F)(F)F (2-t-butyl-4-chloro-5-[{6-(2,2,2-trifluoroethoxy)-3-pyridyl}-methylthio]-3(2H)-pyridazinone). Yield: 88.7%. As a reaction SMILES: [C:1]([N:5]1[C:10](=[O:11])[C:9]([Cl:12])=[C:8](Cl)[CH:7]=[N:6]1)([CH3:4])([CH3:3])[CH3:2].[SH:14][CH2:15][C:16]1[CH:17]=[CH:18][C:19]([O:22][CH2:23][C:24]([F:27])([F:26])[F:25])=[N:20][CH:21]=1.C(=O)([O-])[O-].[Na+].[Na+].O>CO>[C:1]([N:5]1[C:10](=[O:11])[C:9]([Cl:12])=[C:8]([S:14][CH2:15][C:16]2[CH:21]=[N:20][C:19]([O:22][CH2:23][C:24]([F:27])([F:25])[F:26])=[CH:18][CH:17]=2)[CH:7]=[N:6]1)([CH3:4])([CH3:3])[CH3:2] |f:2.3.4|. Procedure: In 40 ml of methanol were dissolved 2.2 g of 2-t-butyl-4,5-dichloro-3(2H)-pyridazinone and 2.4 g of 5-mercaptomethyl(2,2,2-trifluoro-ethoxy)-pyridine, and thereto was added 1.2 g of sodium carbonate. The reaction mixture was stirred overnight at room temperature and then poured into water. Then, procedures similar to those in Preparation Example 24 were conducted to obtain 3.6 g of 2-t-butyl-4-chloro-5-[{6-(2,2,2-trifluoroethoxy)-3-pyridyl}-methylthio]-3(2H)-pyridazinone, m.p. 109.0°~110.0° C. The reactants are O=C1N(C[C@H]2N1CCNC2)CC(C(=O)O)(C)C (3-[(8aS)-3-oxo-1,5,6,7,8,8a-hexahydroimidazo[1,5-a]pyrazin-2-yl]-2,2-dimethyl-propanoic acid), N[C@H]1[C@@H](CCC1)C(=O)OCC (ethyl (1R,2R)-2-aminocyclopentanecarboxylate). Yields the product O=C1N(C[C@H]2N1CCNC2)[C@H]2[C@@H](CCC2)C(=O)O ((1R,2R)-2-[(8aS)-3-oxo-1,5,6,7,8,8a-hexahydroimidazo[1,5-a]pyrazin-2-yl]cyclopentanecarboxylic acid). Reaction SMILES: [O:1]=[C:2]1[N:6]2[CH2:7][CH2:8][NH:9][CH2:10][C@H:5]2[CH2:4][N:3]1[CH2:11][C:12]([CH3:17])(C)[C:13]([OH:15])=[O:14].N[C@@H:19]1CCC[C@H:20]1C(OCC)=O>>[O:1]=[C:2]1[N:6]2[CH2:7][CH2:8][NH:9][CH2:10][C@H:5]2[CH2:4][N:3]1[C@@H:11]1[CH2:20][CH2:19][CH2:17][C@H:12]1[C:13]([OH:15])=[O:14]. Procedure: Compound 49-A was prepared in analogy to compound Q in Example 19 by using ethyl (1R,2R)-2-aminocyclopentanecarboxylate (Accela Chembio Co., Ltd, SY024586) instead of ethyl 3-amino-2,2-dimethyl-propanoate hydrochloride salt. Starting materials: C(C)OC(=O)C1=C(N(C(=C1)CCOCC1=CC=CC=C1)C1=C(C=C(C=C1)F)C(F)(F)F)C (5-[2-(benzyloxy)ethyl]-1-[4-fluoro-2-(trifluoromethyl)phenyl]-2-methyl-1H-pyrrole-3-carboxylic acid ethyl ester), CS(=O)(=O)C1=CC=C(N)C=C1 (4-(methylsulfonyl)aniline), C[Al](C)C (Me3Al). Run in C1(=CC=CC=C1)C (toluene). Reaction conditions: temperature 110 celsius, time 30 minute. The product is C(C1=CC=CC=C1)OCCC1=CC(=C(N1C1=C(C=C(C=C1)F)C(F)(F)F)C)C(=O)NC1=CC=C(C=C1)S(=O)(=O)C (5-[2-(Benzyloxy)ethyl]-1-[4-fluoro-2-(trifluoromethyl)phenyl]-2-methyl-N-[4-(methylsulfonyl)phenyl]-1H-pyrrole-3-carboxamide). The yield is 51.7%. As a reaction SMILES: C(O[C:4]([C:6]1[CH:10]=[C:9]([CH2:11][CH2:12][O:13][CH2:14][C:15]2[CH:20]=[CH:19][CH:18]=[CH:17][CH:16]=2)[N:8]([C:21]2[CH:26]=[CH:25][C:24]([F:27])=[CH:23][C:22]=2[C:28]([F:31])([F:30])[F:29])[C:7]=1[CH3:32])=[O:5])C.[CH3:33][S:34]([C:37]1[CH:43]=[CH:42][C:40]([NH2:41])=[CH:39][CH:38]=1)(=[O:36])=[O:35].C[Al](C)C>C1(C)C=CC=CC=1>[CH2:14]([O:13][CH2:12][CH2:11][C:9]1[N:8]([C:21]2[CH:26]=[CH:25][C:24]([F:27])=[CH:23][C:22]=2[C:28]([F:29])([F:31])[F:30])[C:7]([CH3:32])=[C:6]([C:4]([NH:41][C:40]2[CH:39]=[CH:38][C:37]([S:34]([CH3:33])(=[O:36])=[O:35])=[CH:43][CH:42]=2)=[O:5])[CH:10]=1)[C:15]1[CH:20]=[CH:19][CH:18]=[CH:17][CH:16]=1. Procedure details: To a suspension of 5-[2-(benzyloxy)ethyl]-1-[4-fluoro-2-(trifluoromethyl)phenyl]-2-methyl-1H-pyrrole-3-carboxylic acid ethyl ester (332 mg, 0.74 mmol) and 4-(methylsulfonyl)aniline (133 mg, 0.78 mmol) in toluene (3 mL), Me3Al (0.41 mL, 0.74 mmol, 1.8 M solution in toluene) was added under N2 atmosphere at room temperature and stirred at 110° C. for 30 min. After the completion of the reaction, it was quenched with 1N HCl, and extracted with AcOEt. The combined organic layers were washed with bri... Procedure: To a stirring solution of [8-(benzyloxy)-5-chloroquinolin-7-yl]acetaldehyde (10.54 mmol) in tetrahydrofuran (75 mL) at −78° C. was slowly added a 0.25M solution of [3-(1-pyrrolidinylmethyl)phenyl]magnesium bromide in tetrahydrofuran (12.50 mmol, 1.2 eq.) and stirring at −78° C. was continued for 20 min. The reaction mixture was then quenched with saturated aqueous ammonium chloride solution (10 mL) and allowed to warm to room temperature. The mixture was then diluted with saturated aqueous ammon... Product: C(C1=CC=CC=C1)OC=1C(=CC(=C2C=CC=NC12)Cl)CC(C1=CC(=CC=C1)CN1CCCC1)NC(C(C)(C)OC1=CC=C(C=C1)Cl)=O (N-[2-(8-benzyloxy-5-chloro-quinolin-7-yl)-1-(3-pyrrolidin-1-ylmethyl-phenyl)-ethyl]-2-(4-chloro-phenoxy)-2-methyl-propionamide). Reactants: C(C1=CC=CC=C1)OC=1C(=CC(=C2C=CC=NC12)Cl)CC(C1=CC(=CC=C1)CN1CCCC1)N (2-(8-benzyloxy-5-chloro-quinolin-7-yl)-1-(3-pyrrolidin-1-ylmethyl-phenyl)-ethylamine), ClC1=CC=C(OC(C(=O)Cl)(C)C)C=C1 (2-(4-chlorophenoxy)-2-methylpropanoyl chloride). RXN SMILES: [CH2:1]([O:8][C:9]1[C:10]([CH2:20][CH:21]([NH2:34])[C:22]2[CH:27]=[CH:26][CH:25]=[C:24]([CH2:28][N:29]3[CH2:33][CH2:32][CH2:31][CH2:30]3)[CH:23]=2)=[CH:11][C:12]([Cl:19])=[C:13]2[C:18]=1[N:17]=[CH:16][CH:15]=[CH:14]2)[C:2]1[CH:7]=[CH:6][CH:5]=[CH:4][CH:3]=1.[Cl:35][C:36]1[CH:48]=[CH:47][C:39]([O:40][C:41]([CH3:46])([CH3:45])[C:42](Cl)=[O:43])=[CH:38][CH:37]=1>>[CH2:1]([O:8][C:9]1[C:10]([CH2:20][CH:21]([NH:34][C:42](=[O:43])[C:41]([O:40][C:39]2[CH:47]=[CH:48][C:36]([Cl:35])=[CH:37][CH:38]=2)([CH3:46])[CH3:45])[C:22]2[CH:27]=[CH:26][CH:25]=[C:24]([CH2:28][N:29]3[CH2:33][CH2:32][CH2:31][CH2:30]3)[CH:23]=2)=[CH:11][C:12]([Cl:19])=[C:13]2[C:18]=1[N:17]=[CH:16][CH:15]=[CH:14]2)[C:2]1[CH:3]=[CH:4][CH:5]=[CH:6][CH:7]=1.